This data is from the Open Reaction Database (ORD), a public repository of structured organic reaction records. The task is: describe an organic reaction: reactants, conditions, products, and yield Reactants: ClCCl, O=C(O)C(F)(F)F, CC(C)(C)OC(=O)N1CC=C(c2cccnc2Oc2ccc(Nc3nc4ccccc4s3)cc2)CC1. Product: C1=C(c2cccnc2Oc2ccc(Nc3nc4ccccc4s3)cc2)CCNC1. Reaction SMILES: [Cl:44][CH2:45][Cl:46].[F:37][C:38]([F:39])([F:40])[C:41]([OH:42])=[O:43].[s:1]1[c:2]([NH:10][c:11]2[cH:12][cH:13][c:14]([O:15][c:16]3[n:17][cH:18][cH:19][cH:20][c:21]3[C:22]3=[CH:23][CH2:24][N:25]([C:28]([O:29][C:30]([CH3:31])([CH3:32])[CH3:33])=[O:34])[CH2:26][CH2:27]3)[cH:35][cH:36]2)[n:3][c:4]2[c:5]1[cH:6][cH:7][cH:8][cH:9]2>>[s:1]1[c:2]([NH:10][c:11]2[cH:12][cH:13][c:14]([O:15][c:16]3[n:17][cH:18][cH:19][cH:20][c:21]3[C:22]3=[CH:23][CH2:24][NH:25][CH2:26][CH2:27]3)[cH:35][cH:36]2)[n:3][c:4]2[c:5]1[cH:6][cH:7][cH:8][cH:9]2. The reactants are COCCNC(=O)C1=CC=C(C=C1)/C=C/C(=O)OCC1=CC=CC=C1 ((E)-benzyl 3-(4((2-methoxyethyl)carbamoyl)phenyl)acrylate). The reagents and catalysts are [Pd] (Pd/C). The solvent is C(C)O (ethanol). Product: COCCNC(=O)C1=CC=C(C=C1)CCC(=O)O (3-(4-((2-methoxyethyl)carbamoyl)phenyl)propanoic acid). Reaction SMILES: [CH3:1][O:2][CH2:3][CH2:4][NH:5][C:6]([C:8]1[CH:13]=[CH:12][C:11](/[CH:14]=[CH:15]/[C:16]([O:18]CC2C=CC=CC=2)=[O:17])=[CH:10][CH:9]=1)=[O:7]>C(O)C.[Pd]>[CH3:1][O:2][CH2:3][CH2:4][NH:5][C:6]([C:8]1[CH:13]=[CH:12][C:11]([CH2:14][CH2:15][C:16]([OH:18])=[O:17])=[CH:10][CH:9]=1)=[O:7]. Procedure details: A solution of (E)-benzyl 3-(4((2-methoxyethyl)carbamoyl)phenyl)acrylate (1.0 g, 3.38 mmol) in ethanol (50 ml) is hydrogenated over 10% Pd/C (100 mg) at 50 psi for 24 h. The catalyst is removed by filteration and the solvent removed under vacuum to give 3-(4-((2-methoxyethyl)carbamoyl)phenyl)propanoic acid as a clear oil that solidifies on standing. MS (ESI) 251 (M+), 1H NMR (CDCl3); 1.24 (t, 3H, J=6.8 Hz), 2.686 (t, 2H, J=7.2 Hz), 3.00 (t, 2H, J=7.2 Hz), 3.39 (s, 3H), 3.57 (t, 2H, J=5.2 Hz), 3.6... Starting materials: [Li].C[Si](C)(C)[N-][Si](C)(C)C (lithium bis-(trimethylsilyl)amide), [NH4+].[Cl-] (NH4Cl), C(C1=CC=CC=C1)S(=O)(=O)N[C@@H]1CC[C@H](CC1)C(C(F)(F)F)(C(F)(F)F)O[Si](CC)(CC)CC (trans benzyl-N-[4-(2,2,2-trifluoro-1-triethylsilanyloxy-1-trifluoromethyl-ethyl)-cyclohexyl]-sulfonamide), FC(COS(=O)(=O)C(F)(F)F)(F)F (trifluoro-methanesulfonic acid 2,2,2-trifluoro-ethyl ester). Run in C1CCOC1 (THF), CCOCC (Et2O), C1CCOC1 (THF). Conditions: temperature -40 celsius. Yields the product C(C1=CC=CC=C1)S(=O)(=O)N([C@@H]1CC[C@H](CC1)C(C(F)(F)F)(C(F)(F)F)O[Si](CC)(CC)CC)CC(F)(F)F (trans benzyl-N-(2,2,2-trifluoro-ethyl)-N-[4-(2,2,2-trifluoro-1-triethylsilanyloxy-1-trifluoromethyl-ethyl)-cyclohexyl]-sulfonamide). The yield is 61.5%. RXN SMILES: [CH2:1]([S:8]([NH:11][C@H:12]1[CH2:17][CH2:16][C@H:15]([C:18]([O:27][Si:28]([CH2:33][CH3:34])([CH2:31][CH3:32])[CH2:29][CH3:30])([C:23]([F:26])([F:25])[F:24])[C:19]([F:22])([F:21])[F:20])[CH2:14][CH2:13]1)(=[O:10])=[O:9])[C:2]1[CH:7]=[CH:6][CH:5]=[CH:4][CH:3]=1.[Li].C[Si]([N-][Si](C)(C)C)(C)C.[F:45][C:46]([F:57])([F:56])[CH2:47]OS(C(F)(F)F)(=O)=O.[NH4+].[Cl-]>C1COCC1.CCOCC>[CH2:1]([S:8]([N:11]([CH2:47][C:46]([F:57])([F:56])[F:45])[C@H:12]1[CH2:17][CH2:16][C@H:15]([C:18]([O:27][Si:28]([CH2:31][CH3:32])([CH2:33][CH3:34])[CH2:29][CH3:30])([C:23]([F:24])([F:25])[F:26])[C:19]([F:20])([F:21])[F:22])[CH2:14][CH2:13]1)(=[O:10])=[O:9])[C:2]1[CH:3]=[CH:4][CH:5]=[CH:6][CH:7]=1 |f:1.2,4.5,^1:34|. Procedure: A solution of 200 mg (0.37 mmol) of trans benzyl-N-[4-(2,2,2-trifluoro-1-triethylsilanyloxy-1-trifluoromethyl-ethyl)-cyclohexyl]-sulfonamide (example 29.1) in 2 mL of THF was cooled to −78° C. and treated dropwise with a 0.4 mL of a 1M lithium-bis-(trimethylsilyl)amide-solution in THF. The mixture was warmed to −40° C., treated with 609 mg (2.6 mmol) of trifluoro-methanesulfonic acid 2,2,2-trifluoro-ethyl ester and allowed to reach RT. After 4 hours of refluxing, the mixture was cooled to RT and...